Dataset: the Open Reaction Database (ORD), a public repository of structured organic reaction records. Task: describe an organic reaction: reactants, conditions, products, and yield Reactants: C([O-])(O)=O.[Na+] (sodium bicarbonate), Cl.CN1N=NN=C1SCC1NCCC2=CC(=C(C=C12)O)O (1-(1-methyl-1H-tetrazol-5-yl)thiomethyl-6,7-dihydroxy-1,2,3,4-tetrahydroisoquinoline hydrochloride), C([O-])(O)=O.[Na+] (sodium bicarbonate), O1CCCC1 (Tetrahydrofuran), ClC(=O)OCC(Cl)(Cl)Cl (2,2,2-trichloroethyl chloroformate). The solvent is O (Water), O (water). Reaction conditions: temperature 0 celsius, time 30 minute. The product is CN1N=NN=C1SCC1N(CCC2=CC(=C(C=C12)O)O)C(=O)OCC(Cl)(Cl)Cl (1-(1-methyl-1H-tetrazol-5-yl)thiomethyl-2-(2,2,2-trichloroethoxycarbonyl)-6,7-dihydroxy-1,2,3,4-tetrahydroisoquinoline). Isolated yield 56.9%. RXN SMILES: Cl.[CH3:2][N:3]1[C:7]([S:8][CH2:9][CH:10]2[C:19]3[C:14](=[CH:15][C:16]([OH:21])=[C:17]([OH:20])[CH:18]=3)[CH2:13][CH2:12][NH:11]2)=[N:6][N:5]=[N:4]1.C(=O)(O)[O-].[Na+].O1CCCC1.Cl[C:33]([O:35][CH2:36][C:37]([Cl:40])([Cl:39])[Cl:38])=[O:34]>O>[CH3:2][N:3]1[C:7]([S:8][CH2:9][CH:10]2[C:19]3[C:14](=[CH:15][C:16]([OH:21])=[C:17]([OH:20])[CH:18]=3)[CH2:13][CH2:12][N:11]2[C:33]([O:35][CH2:36][C:37]([Cl:40])([Cl:39])[Cl:38])=[O:34])=[N:6][N:5]=[N:4]1 |f:0.1,2.3|. Procedure details: A suspension of 1-(1-methyl-1H-tetrazol-5-yl)thiomethyl-6,7-dihydroxy-1,2,3,4-tetrahydroisoquinoline hydrochloride (50 g) in water (300 ml) was dissolved at 61° to 65° C. To the solution was added sodium bicarbonate (13.3 g) over 15 minutes at the same temperature. Tetrahydrofuran (250 ml) was added to the suspension at 50° C. The suspension was cooled and weakly alkalified by adding sodium bicarbonate (30 g) at 0° to 3° C. To the mixture was added 2,2,2-trichloroethyl chloroformate (40.2 g) ove... The reactants are O=C(Cc1ccc(F)cc1)N1C(=O)OCC1Cc1ccccc1, C=CCI, C[Si](C)(C)[N-][Si](C)(C)C, CCOCC, [Cl-], [NH4+], [Na+], C1CCOC1. The product is C=CCC(C(=O)N1C(=O)OCC1Cc1ccccc1)c1ccc(F)cc1. Reaction SMILES: [CH2:1]([c:2]1[cH:3][cH:4][cH:5][cH:6][cH:7]1)[CH:8]1[N:9]([C:14]([CH2:15][c:16]2[cH:17][cH:18][c:19]([F:22])[cH:20][cH:21]2)=[O:23])[C:10](=[O:13])[O:11][CH2:12]1.[CH2:34]([CH:35]=[CH2:36])[I:37].[CH3:24][Si:25]([CH3:26])([CH3:27])[N-:28][Si:29]([CH3:30])([CH3:31])[CH3:32].[CH3:40][CH2:41][O:42][CH2:43][CH3:44].[Cl-:38].[NH4+:39].[Na+:33].[O:45]1[CH2:46][CH2:47][CH2:48][CH2:49]1>>[CH2:1]([c:2]1[cH:3][cH:4][cH:5][cH:6][cH:7]1)[CH:8]1[N:9]([C:14]([CH:15]([c:16]2[cH:17][cH:18][c:19]([F:22])[cH:20][cH:21]2)[CH2:36][CH:35]=[CH2:34])=[O:23])[C:10](=[O:13])[O:11][CH2:12]1.